From a dataset of the Open Reaction Database (ORD), a public repository of structured organic reaction records. describe an organic reaction: reactants, conditions, products, and yield The reactants are ClC=1C=[N+](C=C(C1C#N)C1=CC(=CC=C1)OC)[O-] (3-chloro-4-cyano-5-(3-methoxyphenyl)pyridine 1-oxide), P(=O)(Cl)(Cl)Cl (phosphorus oxychloride). Run at time 1 hour. The product is ClC=1C(=C(C#N)C(=CN1)C1=CC(=CC=C1)OC)Cl (2,3-dichloro-5-(3-methoxyphenyl)isonicotinonitrile). RXN SMILES: [Cl:1][C:2]1[CH:3]=[N+:4]([O-])[CH:5]=[C:6]([C:10]2[CH:15]=[CH:14][CH:13]=[C:12]([O:16][CH3:17])[CH:11]=2)[C:7]=1[C:8]#[N:9].P(Cl)(Cl)([Cl:21])=O>>[Cl:21][C:3]1[C:2]([Cl:1])=[C:7]([C:6]([C:10]2[CH:15]=[CH:14][CH:13]=[C:12]([O:16][CH3:17])[CH:11]=2)=[CH:5][N:4]=1)[C:8]#[N:9]. Procedure: A mixture of crude 3-chloro-4-cyano-5-(3-methoxyphenyl)pyridine 1-oxide from Step 2 and phosphorus oxychloride (15 mL) in a sealed tube was placed in a 100° C. bath. After 1 h at 100° C., HPLC analysis indicated that a 2:1 mixture of products was formed. The mixture was concentrated. Recrystallization from ethyl acetate/hexanes (10 mL/10 mL) gave 2,3-dichloro-5-(3-methoxyphenyl)isonicotinonitrile as white solid (200 mg). The mother liquor was purified by reverse phase HPLC, using Sunfire S10 30×... The reactants are C1(=CC=CC=C1)OC(NC=1C(=NC(=C(C1)CC)C)OC)=O (Phenyl-N-(5-ethyl-2-methoxy-6-methylpyridin-3-yl)carbamate), C(CCC)C1=CC=C(C=C1)N1CCNCC1 (1-(4-normalbutylphenyl)piperazine). The product is C(C)C=1C=C(C(=NC1C)OC)NC(=O)N1CCN(CC1)C1=CC=C(C=C1)CCCC (1-[(5-ethyl-2-methoxy-6-methylpyridin-3-yl)aminocarbonyl]-4-(4-normalbutylphenyl)piperazine). Yield: 57.0%. Reaction SMILES: C1(O[C:8](=[O:21])[NH:9][C:10]2[C:11]([O:19][CH3:20])=[N:12][C:13]([CH3:18])=[C:14]([CH2:16][CH3:17])[CH:15]=2)C=CC=CC=1.[CH2:22]([C:26]1[CH:31]=[CH:30][C:29]([N:32]2[CH2:37][CH2:36][NH:35][CH2:34][CH2:33]2)=[CH:28][CH:27]=1)[CH2:23][CH2:24][CH3:25]>>[CH2:16]([C:14]1[CH:15]=[C:10]([NH:9][C:8]([N:35]2[CH2:36][CH2:37][N:32]([C:29]3[CH:30]=[CH:31][C:26]([CH2:22][CH2:23][CH2:24][CH3:25])=[CH:27][CH:28]=3)[CH2:33][CH2:34]2)=[O:21])[C:11]([O:19][CH3:20])=[N:12][C:13]=1[CH3:18])[CH3:17]. Procedure details: Phenyl-N-(5-ethyl-2-methoxy-6-methylpyridin-3-yl)carbamate and 1-(4-normalbutylphenyl)piperazine were reacted by the same way with the example 1 to obtain the titled compound. Starting materials: O=Cc1c(Cl)nc(-c2ccccc2)c2ccccc12, O, O=[N+]([O-])O, O=S(=O)(O)O. Yields the product O=Cc1c(Cl)nc(-c2cccc([N+](=O)[O-])c2)c2ccccc12. As a reaction SMILES: [Cl:1][c:2]1[n:3][c:4](-[c:14]2[cH:15][cH:16][cH:17][cH:18][cH:19]2)[c:5]2[cH:6][cH:7][cH:8][cH:9][c:10]2[c:11]1[CH:12]=[O:13].[OH2:29].[OH:25][N+:26]([O-:27])=[O:28].[S:20](=[O:21])(=[O:22])([OH:23])[OH:24]>>[Cl:1][c:2]1[n:3][c:4](-[c:14]2[cH:15][c:16]([N+:26](=[O:25])[O-:27])[cH:17][cH:18][cH:19]2)[c:5]2[cH:6][cH:7][cH:8][cH:9][c:10]2[c:11]1[CH:12]=[O:13]. Starting materials: OC1=CC=C2C(=CC(OC2=C1)=O)C (7-hydroxy-4-methyl coumarin), S1C=CC=CC=CC=C1 (Thionin), 4-diethylamino-4'-(N-ethyl-N-hydroxyethyl)amino benzophenone, C1(=CC=CC=C1)C1=CC=C(C=C1)O (4-phenyl phenol), C1=CC=C2C(=C1)C(=O)OC23C4=CC(=C(C(=C4OC5=C(C(=C(C=C35)Br)O)Br)Br)O)Br (2',4',5',7'-tetrabromo fluorescein), 2(4(N-ethyl-N-hydroxyethyl)aminobenzylidene)inden-1-one. Product: OC1=CC=C(C(=O)C2=CC=CC=C2)C=C1 (4-hydroxybenzophenone). Reaction SMILES: OC1C=C2C(C(C)=CC(=O)O2)=CC=1.C1(C2C=CC(O)=CC=2)C=CC=CC=1.[CH:27]1[CH:32]=[C:31]2C([O:35][C:36]3([C:49]4[C:44](=[C:45](Br)[C:46]([OH:51])=[C:47](Br)[CH:48]=4)OC4C3=CC(Br)=C(O)C=4Br)[C:30]2=[CH:29][CH:28]=1)=O.S1C=CC=CC=CC=C1>>[OH:51][C:46]1[CH:45]=[CH:44][C:49]([C:36]([C:30]2[CH:31]=[CH:32][CH:27]=[CH:28][CH:29]=2)=[O:35])=[CH:48][CH:47]=1. Procedure: 7-hydroxy-4-methyl coumarin; 4-phenyl phenol; 2',4',5',7'-tetrabromo fluorescein (C.I. 453802); Thionin; 2-mercapto benzothiozole; 4-diethylamino-4'-(N-ethyl-N-hydroxyethyl)amino benzophenone; and 2(4(N-ethyl-N-hydroxyethyl)aminobenzylidene)inden-1-one. Starting materials: CC(NC(=O)c1ccc(Cl)s1)C(=O)OC(C)(C)C, ClCCl, O=C(O)C(F)(F)F. Product: CC(NC(=O)c1ccc(Cl)s1)C(=O)O. Reaction SMILES: [C:1]([CH3:2])([CH3:3])([CH3:4])[O:5][C:6]([CH:7]([CH3:8])[NH:9][C:10](=[O:11])[c:12]1[s:13][c:14]([Cl:17])[cH:15][cH:16]1)=[O:18].[Cl:26][CH2:27][Cl:28].[F:19][C:20]([F:21])([F:22])[C:23]([OH:24])=[O:25]>>[O:5]=[C:6]([CH:7]([CH3:8])[NH:9][C:10](=[O:11])[c:12]1[s:13][c:14]([Cl:17])[cH:15][cH:16]1)[OH:18]. The reactants are COC(=O)C=1C=C2C(C=C(OC2=C(C1)C=1N(C=CC1)C(=O)OC(C)(C)C)N1CCOCC1)=O (tert-butyl 2-(6-(methoxycarbonyl)-2-morpholino-4-oxo-4H-chromen-8-yl)-1H-pyrrole-1-carboxylate). Reagents/catalysts: [Rh] (Rhodium on Alumina). The solvent is CO (MeOH). Product: COC(=O)C=1C=C2C(C=C(OC2=C(C1)C1N(CCC1)C(=O)OC(C)(C)C)N1CCOCC1)=O (tert-butyl 2-(6-(methoxycarbonyl)-2-morpholino-4-oxo-4H-chromen-8-yl)pyrrolidine-1-carboxylate). Isolated yield 83.5%. As a reaction SMILES: [CH3:1][O:2][C:3]([C:5]1[CH:6]=[C:7]2[C:12](=[C:13]([C:15]3[N:16]([C:20]([O:22][C:23]([CH3:26])([CH3:25])[CH3:24])=[O:21])[CH:17]=[CH:18][CH:19]=3)[CH:14]=1)[O:11][C:10]([N:27]1[CH2:32][CH2:31][O:30][CH2:29][CH2:28]1)=[CH:9][C:8]2=[O:33])=[O:4]>CO.[Rh]>[CH3:1][O:2][C:3]([C:5]1[CH:6]=[C:7]2[C:12](=[C:13]([CH:15]3[CH2:19][CH2:18][CH2:17][N:16]3[C:20]([O:22][C:23]([CH3:26])([CH3:24])[CH3:25])=[O:21])[CH:14]=1)[O:11][C:10]([N:27]1[CH2:32][CH2:31][O:30][CH2:29][CH2:28]1)=[CH:9][C:8]2=[O:33])=[O:4]. Reported procedure: tert-butyl 2-(6-(methoxycarbonyl)-2-morpholino-4-oxo-4H-chromen-8-yl)-1H-pyrrole-1-carboxylate (17.1 g, 37.63 mmol) and 5% Rhodium on Alumina (50% wet) (3.4 g, 0.80 mmol) in MeOH (175 mL) were stirred under an atmosphere of hydrogen at 5 bars and 65° C. for 7 h. The catalyst was removed from the reaction by filtration on a pad of Celite and washed with MeOH. The celite and catalyst were slurried in 500 mL of 10% MeOH in DCM and filtered again. The organic solutions were combined and evaporated t...